Dataset: the Open Reaction Database (ORD), a public repository of structured organic reaction records. Task: describe an organic reaction: reactants, conditions, products, and yield The reactants are CC1=NN=C(C2=C(C1)C=C1C(=C2)OCO1)C1=CC(=C(C=C1)[N+](=O)[O-])C (8-methyl-5-(3-methyl-4-nitro-phenyl)-9H-1,3-dioxolo[4,5-h][2,3]benzodiazepine), C(C)(=O)Cl (acetyl chloride), acid chloride. The product is C(C)(=O)N1N=C(C2=C(C=C1C)C=C1C(=C2)OCO1)C1=CC(=C(C=C1)[N+](=O)[O-])C (7-acetyl-8-methyl-5-(3-methyl-4-nitro-phenyl)-7H-1,3-dioxolo[4,5-h][2.3]benzodiazepine). Isolated yield 69.0%. RXN SMILES: [CH3:1][C:2]1[CH2:8][C:7]2[CH:9]=[C:10]3[O:15][CH2:14][O:13][C:11]3=[CH:12][C:6]=2[C:5]([C:16]2[CH:21]=[CH:20][C:19]([N+:22]([O-:24])=[O:23])=[C:18]([CH3:25])[CH:17]=2)=[N:4][N:3]=1.[C:26](Cl)(=[O:28])[CH3:27]>>[C:26]([N:3]1[C:2]([CH3:1])=[CH:8][C:7]2[CH:9]=[C:10]3[O:15][CH2:14][O:13][C:11]3=[CH:12][C:6]=2[C:5]([C:16]2[CH:21]=[CH:20][C:19]([N+:22]([O-:24])=[O:23])=[C:18]([CH3:25])[CH:17]=2)=[N:4]1)(=[O:28])[CH3:27]. Procedure: A mixture of 3.37 g (10.0 millimoles) of 8-methyl-5-(3-methyl-4-nitro-phenyl)-9H-1,3-dioxolo[4,5-h][2,3]benzodiazepine and 25 ml acetyl chloride is stirred under boiling for 3 hours, whereupon the acid chloride is distilled off in vacuo. The residue is taken up in 100 ml of dichloro methane, washed with 50 ml of a saturated sodium carbonate solution and 50 ml of water. The organic phase is dried over magnesium sulfate and evaporated in vacuo. The crude product obtained is recrystallized from 50 ... Reactants: I(=O)(=O)(=O)[O-].[Na+] (sodium periodate), FC(C=1C=C2N=C(C=3N(C2=CC1C=C)C=CN3)NCCCO)(F)F (3-{[7-(trifluoromethyl)-8-vinylimidazo[1,2-a]quinoxalin-4-yl]amino}propan-1-ol), C[N+]1(CCOCC1)[O-] (N-methylmorpholine oxide). The reagents and catalysts are [Os](=O)(=O)(=O)=O (osmium tetroxide). Run in O (water), CC(=O)C (acetone), O (water). Reaction conditions: temperature 30 celsius, time 16 hour. Product: OCCCNC=1C=2N(C3=CC(=C(C=C3N1)C(F)(F)F)C=O)C=CN2 (4-[(3-hydroxypropyl)amino]-7-(trifluoromethyl)imidazo[1,2-a]quinoxaline-8-carbaldehyde). The yield is 59.4%. Reaction SMILES: [F:1][C:2]([F:24])([F:23])[C:3]1[CH:4]=[C:5]2[C:10](=[CH:11][C:12]=1[CH:13]=C)[N:9]1[CH:15]=[CH:16][N:17]=[C:8]1[C:7]([NH:18][CH2:19][CH2:20][CH2:21][OH:22])=[N:6]2.C[N+]1([O-])CC[O:29]CC1.I([O-])(=O)(=O)=O.[Na+]>CC(C)=O.O.[Os](=O)(=O)(=O)=O>[OH:22][CH2:21][CH2:20][CH2:19][NH:18][C:7]1[C:8]2[N:9]([CH:15]=[CH:16][N:17]=2)[C:10]2[C:5]([N:6]=1)=[CH:4][C:3]([C:2]([F:1])([F:23])[F:24])=[C:12]([CH:13]=[O:29])[CH:11]=2 |f:2.3|. Procedure details: A solution of 3-{[7-(trifluoromethyl)-8-vinylimidazo[1,2-a]quinoxalin-4-yl]amino}propan-1-ol (110 mg; 0.32 mmol; 1 eq), osmium tetroxide (2.5% in tert-butanol, 166 mg; 0.016 mmol; 0.05 eq), N-methylmorpholine oxide (76 mg; 0.654 mmol; 2 eq) in acetone (3 ml) and water (0.33 ml) is stirred at 30° C. during 3 days. A suspension of sodium periodate (280 mg; 1.31 mmol; 4 eq) in water (1.6 ml) is then added and the resulting reaction mixture is stirred at 30° C. during 16 h. Partition (aqueous sodium... Reactants: C(CC=C)N1CC(CC1)S(=O)(=O)C1=CC=C(C=C1)O ((RS)-4-(1-but-3-enyl-pyrrolidine-3-sulfonyl)-phenol), C(C1=CC=CC=C1)OC1=CC(=CC=C1)I (benzyl-(3-iodo-phenyl)-ether). Yields the product C(C1=CC=CC=C1)OC=1C=C(C=CC1)CCCCN1CC(CC1)S(=O)(=O)C1=CC=C(C=C1)O ((RS)-4-{1-[4-(3-Benzyloxy-phenyl)-butyl]-pyrrolidine-3-sulfonyl}-phenol). RXN SMILES: [CH2:1]([N:5]1[CH2:9][CH2:8][CH:7]([S:10]([C:13]2[CH:18]=[CH:17][C:16]([OH:19])=[CH:15][CH:14]=2)(=[O:12])=[O:11])[CH2:6]1)[CH2:2][CH:3]=[CH2:4].[CH2:20]([O:27][C:28]1[CH:33]=[CH:32][CH:31]=[C:30](I)[CH:29]=1)[C:21]1[CH:26]=[CH:25][CH:24]=[CH:23][CH:22]=1>>[CH2:20]([O:27][C:28]1[CH:29]=[C:30]([CH2:4][CH2:3][CH2:2][CH2:1][N:5]2[CH2:9][CH2:8][CH:7]([S:10]([C:13]3[CH:14]=[CH:15][C:16]([OH:19])=[CH:17][CH:18]=3)(=[O:12])=[O:11])[CH2:6]2)[CH:31]=[CH:32][CH:33]=1)[C:21]1[CH:26]=[CH:25][CH:24]=[CH:23][CH:22]=1. Procedure: The title compound, MS: m/e 464.3 (M−H+) was prepared from (RS)-4-(1-but-3-enyl-pyrrolidine-3-sulfonyl)-phenol and benzyl-(3-iodo-phenyl)-ether. Benzyl-(3-iodo-phenyl)-ether is a known compound and has been prepared as described in the following reference: W. Kipping; J. Chem. Soc.; 1957; 3246-3250. The reactants are N1=CC=C(C=C1)CCC(CN)N (2-(4-pyridyl-ethyl]ethylene diamine), C(CN)N (ethylene diamine). Solvent: three. Yields the product N1=CC=C(C=C1)CCNCCN (N-[2(4-pyridyl)-ethyl]ethylene diamine). Isolated yield 35.0%. As a reaction SMILES: [N:1]1[CH:6]=[CH:5][C:4]([CH2:7][CH2:8]C(N)CN)=[CH:3][CH:2]=1.[CH2:13]([NH2:16])[CH2:14][NH2:15]>>[N:1]1[CH:2]=[CH:3][C:4]([CH2:7][CH2:8][NH:15][CH2:14][CH2:13][NH2:16])=[CH:5][CH:6]=1. Reported procedure: This was an adaptation of the procedure reported by R. G. Lacoste and A. E. Martel in Inorganic Chemistry 1964, 3(6), 881, for the preparation of N-[2-(4-pyridyl-ethyl]ethylene diamine. To a 250 ml three neck round bottom flask, fitted with a dropping funnel, a reflux condenser, and magnetic stirring, was added 12.02 g (0.2 mol) ethylene diamine, 24 g distilled water, and 31.50 g (0.3 mol) freshly distilled 4-vinylpyridine. The temperature was maintained at 20°-30° C. while 12.0 g glacial acetic...